This data is from the Open Reaction Database (ORD), a public repository of structured organic reaction records. The task is: describe an organic reaction: reactants, conditions, products, and yield Procedure details: A solution of 1-phenyl-2-propyne-1-ol (34.2 g) in 50 ml acetone is cooled down to 0°, stirred under N2 and treated dropwise, over a period of 3 hours with a solution of chromium trioxide (17.5 g) in water (50 ml) and concentrated sulfuric acid (14.8 ml), keeping the temperature below 5° at all times. After the addition is complete, the mixture is stirred for another hour at 5°. The reaction mixture is then diluted with water (100 ml) and extracted with two 250-ml portions of ether. The organic e... The solvent is O (water), CC(=O)C (acetone), O (water), S(O)(O)(=O)=O (sulfuric acid). Product: C1(=CC=CC=C1)C(=O)C#C (Phenylethynyl ketone). Reagents/catalysts: [O-2].[O-2].[O-2].[Cr+6] (chromium trioxide). RXN SMILES: [C:1]1([CH:7]([OH:10])[C:8]#[CH:9])[CH:6]=[CH:5][CH:4]=[CH:3][CH:2]=1>CC(C)=O.O.S(=O)(=O)(O)O.[O-2].[O-2].[O-2].[Cr+6]>[C:1]1([C:7]([C:8]#[CH:9])=[O:10])[CH:6]=[CH:5][CH:4]=[CH:3][CH:2]=1 |f:4.5.6.7|. Starting materials: C1(=CC=CC=C1)C(C#C)O (1-phenyl-2-propyne-1-ol). The reactants are FC(C(=O)O)(F)F (Trifluoroacetic acid), C(C)(C)(C)OC(COC1CCC(CC1)C=1C=C2C=CC=NC2=C(N1)C1=CC(=CC=C1)C#N)=O ({4-[8-(3-cyano-phenyl)-[1,7]naphthyridin-6-yl]-cyclohexyloxy}-acetic acid tert-butyl ester). Solvent: C(Cl)Cl (CH2Cl2). Conditions: time 1 hour. Product: C(#N)C=1C=C(C=CC1)C=1N=C(C=C2C=CC=NC12)C1CCC(CC1)OCC(=O)O ({4-[8-(3-cyano-phenyl)-[1.7]naphthyridin-6-yl]-cyclohexyloxy}-acetic acid). As a reaction SMILES: FC(F)(F)C(O)=O.C([O:12][C:13](=[O:40])[CH2:14][O:15][CH:16]1[CH2:21][CH2:20][CH:19]([C:22]2[CH:23]=[C:24]3[C:29](=[C:30]([C:32]4[CH:37]=[CH:36][CH:35]=[C:34]([C:38]#[N:39])[CH:33]=4)[N:31]=2)[N:28]=[CH:27][CH:26]=[CH:25]3)[CH2:18][CH2:17]1)(C)(C)C>C(Cl)Cl>[C:38]([C:34]1[CH:33]=[C:32]([C:30]2[N:31]=[C:22]([CH:19]3[CH2:18][CH2:17][CH:16]([O:15][CH2:14][C:13]([OH:40])=[O:12])[CH2:21][CH2:20]3)[CH:23]=[C:24]3[C:29]=2[N:28]=[CH:27][CH:26]=[CH:25]3)[CH:37]=[CH:36][CH:35]=1)#[N:39]. Procedure: Trifluoroacetic acid (TFA) (2 ml) is added to a solution of {4-[8-(3-cyano-phenyl)-[1,7]naphthyridin-6-yl]-cyclohexyloxy}-acetic acid tert-butyl ester (182 mg, 0.41 mmol) in CH2Cl2 (2 ml) at 0° C. The solution is stirred at room temperature for 1 hour, concentrated, and azeotroped with toluene (×3). Purification by chromatography on silica gel, eluting with 7% methanol in CH2Cl2 gives the product. MS (ES+) [M+H]+ 388.04 The reactants are O=C([O-])[O-], CS, CCOC(=O)c1ccc(C)c(C)c1[N+](=O)[O-], [K+], [K+], CN(C)C=O, O. The product is CCOC(=O)c1ccc(C)c(C)c1SC. As a reaction SMILES: [C:19](=[O:20])([O-:21])[O-:22].[CH3:1][SH:2].[CH3:3][c:4]1[c:5]([N+:16]([O-:17])=[O:18])[c:6]([C:7](=[O:8])[O:9][CH2:10][CH3:11])[cH:12][cH:13][c:14]1[CH3:15].[K+:23].[K+:24].[O:26]=[CH:27][N:28]([CH3:29])[CH3:30].[OH2:25]>>[CH3:1][S:2][c:5]1[c:4]([CH3:3])[c:14]([CH3:15])[cH:13][cH:12][c:6]1[C:7](=[O:8])[O:9][CH2:10][CH3:11]. Starting materials: CCCCCO, [Cl-], [Cl-], ClCC1CO1, [Na+], [OH-], O, [Zn+2]. The product is CCCCCOCC1CO1. Reaction SMILES: [CH2:1]([CH2:2][CH2:3][CH2:4][CH3:5])[OH:6].[Cl-:14].[Cl-:16].[Cl:7][CH2:8][CH:9]1[CH2:10][O:11]1.[Na+:13].[OH-:12].[OH2:17].[Zn+2:15]>>[CH2:1]([CH2:2][CH2:3][CH2:4][CH3:5])[O:6][CH2:8][CH:9]1[CH2:10][O:11]1. Starting materials: [Al+3], CSC, COC(=O)CC1CCCN(C(=O)c2ccc(NC(=O)COc3ccccc3)cc2)c2ccccc21, [Cl-], [Cl-], [Cl-], ClCCl, Cl. The product is O=C(O)CC1CCCN(C(=O)c2ccc(NC(=O)COc3ccccc3)cc2)c2ccccc21. Reaction SMILES: [Al+3:5].[CH3:1][S:2][CH3:3].[CH3:8][O:9][C:10](=[O:11])[CH2:12][CH:13]1[CH2:14][CH2:15][CH2:16][N:17]([C:24]([c:25]2[cH:26][cH:27][c:28]([NH:31][C:32]([CH2:33][O:34][c:35]3[cH:36][cH:37][cH:38][cH:39][cH:40]3)=[O:41])[cH:29][cH:30]2)=[O:42])[c:18]2[c:19]1[cH:20][cH:21][cH:22][cH:23]2.[Cl-:4].[Cl-:6].[Cl-:7].[Cl:44][CH2:45][Cl:46].[ClH:43]>>[O:9]=[C:10]([OH:11])[CH2:12][CH:13]1[CH2:14][CH2:15][CH2:16][N:17]([C:24]([c:25]2[cH:26][cH:27][c:28]([NH:31][C:32]([CH2:33][O:34][c:35]3[cH:36][cH:37][cH:38][cH:39][cH:40]3)=[O:41])[cH:29][cH:30]2)=[O:42])[c:18]2[c:19]1[cH:20][cH:21][cH:22][cH:23]2. Starting materials: [Br-], COc1ccc(Cn2ncc3c(N4CCN(C(=O)OC(C)(C)C)CC4)c(Br)cnc32)cc1, C1CCOC1, [Zn+]C1CC1, [Cl-], [NH4+], c1ccc(P(c2ccccc2)(c2ccccc2)[Pd](P(c2ccccc2)(c2ccccc2)c2ccccc2)(P(c2ccccc2)(c2ccccc2)c2ccccc2)P(c2ccccc2)(c2ccccc2)c2ccccc2)cc1. Product: COc1ccc(Cn2ncc3c(N4CCN(C(=O)OC(C)(C)C)CC4)c(C4CC4)cnc32)cc1. RXN SMILES: [Br-:1].[Br:6][c:7]1[c:8]([N:25]2[CH2:26][CH2:27][N:28]([C:31](=[O:32])[O:33][C:34]([CH3:35])([CH3:36])[CH3:37])[CH2:29][CH2:30]2)[c:9]2[c:10]([n:11][cH:12]1)[n:13]([CH2:16][c:17]1[cH:18][cH:19][c:20]([O:23][CH3:24])[cH:21][cH:22]1)[n:14][cH:15]2.[CH2:40]1[O:41][CH2:42][CH2:43][CH2:44]1.[CH:2]1([Zn+:5])[CH2:3][CH2:4]1.[Cl-:38].[NH4+:39].[cH:45]1[cH:46][cH:47][c:48]([P:49]([Pd:50]([P:51]([c:52]2[cH:53][cH:54][cH:55][cH:56][cH:57]2)([c:58]2[cH:59][cH:60][cH:61][cH:62][cH:63]2)[c:64]2[cH:65][cH:66][cH:67][cH:68][cH:69]2)([P:70]([c:71]2[cH:72][cH:73][cH:74][cH:75][cH:76]2)([c:77]2[cH:78][cH:79][cH:80][cH:81][cH:82]2)[c:83]2[cH:84][cH:85][cH:86][cH:87][cH:88]2)[P:89]([c:90]2[cH:91][cH:92][cH:93][cH:94][cH:95]2)([c:96]2[cH:97][cH:98][cH:99][cH:100][cH:101]2)[c:102]2[cH:103][cH:104][cH:105][cH:106][cH:107]2)([c:108]2[cH:109][cH:110][cH:111][cH:112][cH:113]2)[c:114]2[cH:115][cH:116][cH:117][cH:118][cH:119]2)[cH:120][cH:121]1>>[CH:2]1([c:7]2[c:8]([N:25]3[CH2:26][CH2:27][N:28]([C:31](=[O:32])[O:33][C:34]([CH3:35])([CH3:36])[CH3:37])[CH2:29][CH2:30]3)[c:9]3[c:10]([n:11][cH:12]2)[n:13]([CH2:16][c:17]2[cH:18][cH:19][c:20]([O:23][CH3:24])[cH:21][cH:22]2)[n:14][cH:15]3)[CH2:3][CH2:4]1.